This data is from the Open Reaction Database (ORD), a public repository of structured organic reaction records. The task is: describe an organic reaction: reactants, conditions, products, and yield The reactants are C(C1=CC=CC=C1)N1CCC(CC1)N1NC(=C(C1=O)CC1=CC=CC=C1)C (1-benzyl-4-(4-benzyl-5-methyl-1H-pyrazol-3(2H)-on-2-yl)-piperidine), C1=CCC=CC1 (1,4-cyclohexadiene). The reagents and catalysts are [OH-].[OH-].[Pd+2] (Pearlman's catalyst). Solvent: CCO (EtOH). Product: C(C1=CC=CC=C1)C=1C(N(NC1C)C1CCNCC1)=O (4-(4-benzyl-5-methyl-1H-pyrazole-3(2H)-on-2-yl)-piperidine). The yield is 110.2%. As a reaction SMILES: C([N:8]1[CH2:13][CH2:12][CH:11]([N:14]2[C:18](=[O:19])[C:17]([CH2:20][C:21]3[CH:26]=[CH:25][CH:24]=[CH:23][CH:22]=3)=[C:16]([CH3:27])[NH:15]2)[CH2:10][CH2:9]1)C1C=CC=CC=1.C1CC=CCC=1>CCO.[OH-].[OH-].[Pd+2]>[CH2:20]([C:17]1[C:18](=[O:19])[N:14]([CH:11]2[CH2:12][CH2:13][NH:8][CH2:9][CH2:10]2)[NH:15][C:16]=1[CH3:27])[C:21]1[CH:26]=[CH:25][CH:24]=[CH:23][CH:22]=1 |f:3.4.5|. Reported procedure: To a solution of 0.52 g of 1-benzyl-4-(4-benzyl-5-methyl-1H-pyrazol-3(2H)-on-2-yl)-piperidine in 20 mL of EtOH under nitrogen was added 0.2 g of Pearlman's catalyst and 2.5 mL of 1,4-cyclohexadiene. This mixture was refluxed for 3 hours, filtered through Celite and concentrated under reduced pressure to give 0.43 g of 4-(4-benzyl-5-methyl-1H-pyrazole-3(2H)-on-2-yl)-piperidine. ESI-MS 271.9 (M+H); HPLC A: 1.68 min. Reactants: C1CCOC1, COC(=O)CCCCc1nc(-c2ccccc2NS(C)(=O)=O)co1, CCO, [Na+], [OH-]. Yields the product CS(=O)(=O)Nc1ccccc1-c1coc(CCCCC(=O)O)n1. RXN SMILES: [CH2:25]1[O:26][CH2:27][CH2:28][CH2:29]1.[CH3:1][O:2][C:3]([CH2:4][CH2:5][CH2:6][CH2:7][c:8]1[o:9][cH:10][c:11](-[c:13]2[c:14]([NH:19][S:20](=[O:21])(=[O:22])[CH3:23])[cH:15][cH:16][cH:17][cH:18]2)[n:12]1)=[O:24].[CH3:32][CH2:33][OH:34].[Na+:31].[OH-:30]>>[O:2]=[C:3]([CH2:4][CH2:5][CH2:6][CH2:7][c:8]1[o:9][cH:10][c:11](-[c:13]2[c:14]([NH:19][S:20](=[O:21])(=[O:22])[CH3:23])[cH:15][cH:16][cH:17][cH:18]2)[n:12]1)[OH:24]. Procedure: 250 mg of benzyl (6-aminomethyl-3,7-dimethoxy-10-hexyl-phenothiazin-4-yl)-acetate trifluoroacetate (1:1) were reacted with 153 mg of Fmoc-Ser(But)-OH, 141 mg of TBTU and 0.15 ml of DIPEA analogously to that described in Example 4.7.1. 20 mg of benzyl [6-((N-(9H-fluoren-9-ylmethoxycarbonyl)-O-tert.-butyl-L-seryl)-aminomethyl)-10-hexyl-3,7-dimethoxyphenothiazin-4-yl]-acetate were obtained; MS: 886.6 MH⊕. RXN SMILES: F[C:2](F)(F)[C:3]([OH:5])=[O:4].[NH2:8][CH2:9][C:10]1[C:23]([O:24][CH3:25])=[CH:22][CH:21]=[C:20]2[C:11]=1[S:12][C:13]1[C:14](CC(OCC3C=CC=CC=3)=O)=[C:15]([O:32][CH3:33])[CH:16]=[CH:17][C:18]=1[N:19]2[CH2:26][CH2:27][CH2:28][CH2:29][CH2:30][CH3:31].[NH:45]([C:56]([O:58][CH2:59][CH:60]1[C:72]2[C:67](=[CH:68][CH:69]=[CH:70][CH:71]=2)[C:66]2[C:61]1=[CH:62][CH:63]=[CH:64][CH:65]=2)=[O:57])[C@H:46]([C:53]([OH:55])=O)[CH2:47][O:48][C:49]([CH3:52])([CH3:51])[CH3:50].CN(C(ON1N=N[C:83]2[CH:84]=[CH:85][CH:86]=[CH:87][C:82]1=2)=[N+](C)C)C.[B-](F)(F)(F)F.[CH3:95]CN(C(C)C)C(C)C>>[CH:71]1[C:72]2[CH:60]([CH2:59][O:58][C:56]([NH:45][C@H:46]([C:53]([CH:9]([NH2:8])[C:10]3[C:23]([O:24][CH3:25])=[CH:22][CH:21]=[C:20]4[C:11]=3[S:12][C:13]3[C:14]([CH2:2][C:3]([O:5][CH2:95][C:82]5[CH:87]=[CH:86][CH:85]=[CH:84][CH:83]=5)=[O:4])=[C:15]([O:32][CH3:33])[CH:16]=[CH:17][C:18]=3[N:19]4[CH2:26][CH2:27][CH2:28][CH2:29][CH2:30][CH3:31])=[O:55])[CH2:47][O:48][C:49]([CH3:52])([CH3:51])[CH3:50])=[O:57])[C:61]3[C:66](=[CH:65][CH:64]=[CH:63][CH:62]=3)[C:67]=2[CH:68]=[CH:69][CH:70]=1 |f:0.1,3.4|. The product is C1=CC=CC=2C3=CC=CC=C3C(C12)COC(=O)N[C@@H](COC(C)(C)C)C(=O)C(C1=C2SC=3C(=C(C=CC3N(C2=CC=C1OC)CCCCCC)OC)CC(=O)OCC1=CC=CC=C1)N (benzyl [6-((N-(9H-fluoren-9-ylmethoxycarbonyl)-O-tert.-butyl-L-seryl)-aminomethyl)-10-hexyl-3,7-dimethoxyphenothiazin-4-yl]-acetate). Starting materials: FC(C(=O)O)(F)F.NCC1=C2SC=3C(=C(C=CC3N(C2=CC=C1OC)CCCCCC)OC)CC(=O)OCC1=CC=CC=C1 (benzyl (6-aminomethyl-3,7-dimethoxy-10-hexyl-phenothiazin-4-yl)-acetate trifluoroacetate), N([C@@H](COC(C)(C)C)C(=O)O)C(=O)OCC1C2=CC=CC=C2C2=CC=CC=C12 (Fmoc-Ser(But)-OH), CN(C)C(=[N+](C)C)ON1C2=C(C=CC=C2)N=N1.[B-](F)(F)(F)F (TBTU), CCN(C(C)C)C(C)C (DIPEA). Starting materials: CCO, CC(=O)Nc1nc(C)c(-c2cncc(C3CC3)n2)s1, Cl. Product: Cc1nc(N)sc1-c1cncc(C2CC2)n1. RXN SMILES: [CH3:21][CH2:22][OH:23].[CH:2]1([c:5]2[cH:6][n:7][cH:8][c:9](-[c:11]3[c:12]([CH3:20])[n:13][c:14]([NH:16][C:17](=[O:18])[CH3:19])[s:15]3)[n:10]2)[CH2:3][CH2:4]1.[ClH:1]>>[CH:2]1([c:5]2[cH:6][n:7][cH:8][c:9](-[c:11]3[c:12]([CH3:20])[n:13][c:14]([NH2:16])[s:15]3)[n:10]2)[CH2:3][CH2:4]1. The reactants are CN(C=1C=C(C(=O)OC)C=C(C1)[N+](=O)[O-])S(=O)(=O)C (methyl 3-[methyl(methylsulfonyl)amino]-5-nitrobenzoate), [OH-].[Na+] (sodium hydroxide), methyl ester, C(CC)#N (propionitrile), C(=O)[O-].[NH4+] (ammonium formate), C(CC(O)(C(=O)[O-])CC(=O)[O-])(=O)[O-] (citrate). Reagents/catalysts: [Pd] (Pd/C). Run in O (H2O), CO (methanol), CO (methanol). Conditions: temperature 50 celsius, time 5 hour. The product is C(CC)NC=1C=C(C=C(C(=O)O)C1)N(S(=O)(=O)C)C (5-Propylamino-3-[methyl(methylsulfonyl)amino]benzoic acid). The yield is 43.0%. RXN SMILES: [CH3:1][N:2]([S:16]([CH3:19])(=[O:18])=[O:17])[C:3]1[CH:4]=[C:5]([CH:10]=[C:11]([N+:13]([O-])=O)[CH:12]=1)[C:6]([O:8]C)=[O:7].[C:20](#N)[CH2:21][CH3:22].C([O-])=O.[NH4+].[OH-].[Na+].C([O-])(=O)CC(CC([O-])=O)(C([O-])=O)O>CO.[Pd].O>[CH2:20]([NH:13][C:11]1[CH:12]=[C:3]([N:2]([CH3:1])[S:16]([CH3:19])(=[O:18])=[O:17])[CH:4]=[C:5]([CH:10]=1)[C:6]([OH:8])=[O:7])[CH2:21][CH3:22] |f:2.3,4.5|. Procedure details: To a mixture of methyl 3-[methyl(methylsulfonyl)amino]-5-nitrobenzoate obtained in Reference Example 92.88 g (10 mmol), 10% Pd/C (50% wet) (0.60 g), methanol (30 mL), propionitrile (10 mL) and H2O (10 mL) was added ammonium formate 12.6 g (200 mmol) and the mixture was stirred at 50° C. for 5 hours. The reaction solution was filtered on Celite and the solvent was evaporated and the mixture was dissolved in ethyl acetate, washed with water and dried on magnesium sulfate. The solvent was evaporate... Reactants: Clc1c2ccccc2nc2cc3ccccc3cc12, N#C[Cu], N#C[K]. Yields the product N#Cc1c2ccccc2nc2cc3ccccc3cc12. RXN SMILES: [Cl:1][c:2]1[c:3]2[cH:4][cH:5][cH:6][cH:7][c:8]2[n:9][c:10]2[cH:11][c:12]3[c:13]([cH:14][c:15]12)[cH:16][cH:17][cH:18][cH:19]3.[Cu:23][C:24]#[N:25].[K:20][C:21]#[N:22]>>[c:2]1([C:21]#[N:22])[c:3]2[cH:4][cH:5][cH:6][cH:7][c:8]2[n:9][c:10]2[cH:11][c:12]3[c:13]([cH:14][c:15]12)[cH:16][cH:17][cH:18][cH:19]3. The reactants are O=C(Cl)c1ccccc1C(=O)Cl, ClCCl, CCCC(F)(F)C(=O)Cl, NN. The product is CCCC(F)(F)C(=O)NN. RXN SMILES: [C:1]([Cl:2])(=[O:3])[c:4]1[c:5]([C:10]([Cl:11])=[O:12])[cH:6][cH:7][cH:8][cH:9]1.[CH2:24]([Cl:25])[Cl:26].[F:13][C:14]([C:15](=[O:16])[Cl:17])([CH2:18][CH2:19][CH3:20])[F:21].[NH2:22][NH2:23]>>[F:13][C:14]([C:15](=[O:16])[NH:22][NH2:23])([CH2:18][CH2:19][CH3:20])[F:21]. The reactants are COC1=C(C=2C3=C(C(NC2C=C1)=O)SC=C3)C3=CC=C(C=C3)CNC (8-methoxy-9-{4-[(methylamino)methyl]phenyl}thieno[2,3-c]quinolin-4(5H)-one), BrB(Br)Br (tribromoborane). The product is OC1=C(C=2C3=C(C(NC2C=C1)=O)SC=C3)C3=CC=C(C=C3)CNC (8-Hydroxy-9-{4-[(methylamino)methyl]phenyl}thieno[2,3-c]quinolin-4(5H)-one). The yield is 28.7%. As a reaction SMILES: C[O:2][C:3]1[CH:12]=[CH:11][C:10]2[NH:9][C:8](=[O:13])[C:7]3[S:14][CH:15]=[CH:16][C:6]=3[C:5]=2[C:4]=1[C:17]1[CH:22]=[CH:21][C:20]([CH2:23][NH:24][CH3:25])=[CH:19][CH:18]=1.BrB(Br)Br>>[OH:2][C:3]1[CH:12]=[CH:11][C:10]2[NH:9][C:8](=[O:13])[C:7]3[S:14][CH:15]=[CH:16][C:6]=3[C:5]=2[C:4]=1[C:17]1[CH:22]=[CH:21][C:20]([CH2:23][NH:24][CH3:25])=[CH:19][CH:18]=1. Procedure: Following General Procedure F, 8-methoxy-9-{4-[(methylamino)methyl]phenyl}thieno[2,3-c]quinolin-4(5H)-one (100 mg, 0.29 mmol) was reacted with tribromoborane (1.0 M in methylene chloride, 1.7 mL, 1.7 mmol) to afford the desired product (28 mg, 30%) as a white solid: 1H NMR (500 MHz, CD3OD) δ 7.65 (d, J=8.1 Hz, 2H), 7.55 (d, J=5.4 Hz, 1H), 7.44-7.41 (m, 3H), 7.17 (d, J=8.9 Hz, 1H), 6.05 (d, J=5.4 Hz, 1H), 4.33 (s, 2H), 2.83 (s, 3H); ESI MS m/z 337 [C19H16N2O2S+H]+; HPLC >99% (AUC), tR=10.02 min. Solvent: FC(CO)(F)F (2,2,2trifluoroethanol). RXN SMILES: [Br:1][C:2]1[CH:3]=[C:4]([NH2:10])[C:5]([NH2:9])=[CH:6][C:7]=1[Br:8].[CH:11]([CH:13]1[CH2:18][CH2:17][N:16]([C:19]([O:21][C:22]([CH3:25])([CH3:24])[CH3:23])=[O:20])[CH2:15][CH2:14]1)=O>FC(F)(F)CO>[Br:1][C:2]1[C:7]([Br:8])=[CH:6][C:5]2[N:9]([CH2:11][CH:13]3[CH2:18][CH2:17][N:16]([C:19]([O:21][C:22]([CH3:23])([CH3:25])[CH3:24])=[O:20])[CH2:15][CH2:14]3)[C:11]([CH:13]3[CH2:18][CH2:17][N:16]([C:19]([O:21][C:22]([CH3:25])([CH3:24])[CH3:23])=[O:20])[CH2:15][CH2:14]3)=[N:10][C:4]=2[CH:3]=1. The product is BrC1=CC2=C(N(C(=N2)C2CCN(CC2)C(=O)OC(C)(C)C)CC2CCN(CC2)C(=O)OC(C)(C)C)C=C1Br (tert-butyl 4-[5,6-dibromo-1-({1-[(tert-butoxy)carbonyl]piperidin-4-yl}methyl)-1H-1,3-benzodiazol-2-yl]piperidine-1-carboxylate). Starting materials: BrC=1C=C(C(=CC1Br)N)N (4,5-dibromobenzene-1,2-diamine), C(=O)C1CCN(CC1)C(=O)OC(C)(C)C (tert-butyl 4-formylpiperidine-1-carboxylate). Procedure: 4,5-dibromobenzene-1,2-diamine (100 mg, 0.38 mmol) and tert-butyl 4-formylpiperidine-1-carboxylate (160 mg, 0.76 mmol) were stirred for 1 hour in 2,2,2trifluoroethanol. Then Solvent was evaporated and product was purified on silica gel using EA/hex (1/1). Yield: 20 mg. m/z 657.1, rt. 4.2 min. Reactants: [Na] (sodium), Cl.COC1=CC=C(C=C1)NN (p-methoxyphenylhydrazine hydrochloride), C(C=CC1=CC=CC=C1)#N (cinnamonitrile). Solvent: C(C)O (ethanol). Run at time 5 minute. Yields the product NC1=NN(C(C1)C1=CC=CC=C1)C1=CC=C(C=C1)OC (3-Amino-1-(p-methoxyphenyl)-5-phenyl-2-pyrazoline). Reaction SMILES: [Na].Cl.[CH3:3][O:4][C:5]1[CH:10]=[CH:9][C:8]([NH:11][NH2:12])=[CH:7][CH:6]=1.[C:13](#[N:22])[CH:14]=[CH:15][C:16]1[CH:21]=[CH:20][CH:19]=[CH:18][CH:17]=1>C(O)C>[NH2:22][C:13]1[CH2:14][CH:15]([C:16]2[CH:21]=[CH:20][CH:19]=[CH:18][CH:17]=2)[N:11]([C:8]2[CH:9]=[CH:10][C:5]([O:4][CH3:3])=[CH:6][CH:7]=2)[N:12]=1 |f:1.2,^1:0|. Procedure details: A 4.42 g. amount of sodium metal is dissolved in 300 ml. of absolute ethanol, then 27.8 g. of p-methoxyphenylhydrazine hydrochloride is added followed in 5 minutes by 20.64 g. of cinnamonitrile. The reaction mixture is refluxed for 7 hours, then is evaporated to dryness in vacuo. Water is added to the residue to give a sludge. The mixture is filtered and the residue is evaporated to dryness. The solid is dissolved in dichloromethane and crystallized as described in Example 16 to give 4.75 g. of ...